Dataset: the Open Reaction Database (ORD), a public repository of structured organic reaction records. Task: describe an organic reaction: reactants, conditions, products, and yield Starting materials: C1CCC2=NCCCN2CC1, OCc1cc(C(F)(F)F)ccc1OCc1ccccc1, Cc1ccccc1, O, [N-]=[N+]=NP(=O)(c1ccccc1)c1ccccc1. Product: [N-]=[N+]=NCc1cc(C(F)(F)F)ccc1OCc1ccccc1. Reaction SMILES: [CH2:1]1[CH2:2][CH2:3][C:4]2=[N:9][CH2:8][CH2:7][CH2:6][N:5]2[CH2:10][CH2:11]1.[CH2:29]([c:30]1[cH:31][cH:32][cH:33][cH:34][cH:35]1)[O:36][c:37]1[c:38]([CH2:39][OH:40])[cH:41][c:42]([C:45]([F:46])([F:47])[F:48])[cH:43][cH:44]1.[CH3:50][c:51]1[cH:52][cH:53][cH:54][cH:55][cH:56]1.[OH2:49].[c:12]1([P:13]([c:14]2[cH:15][cH:16][cH:17][cH:18][cH:19]2)(=[O:20])[N:26]=[N+:27]=[N-:28])[cH:21][cH:22][cH:23][cH:24][cH:25]1>>[N:26](=[N+:27]=[N-:28])[CH2:39][c:38]1[c:37]([O:36][CH2:29][c:30]2[cH:31][cH:32][cH:33][cH:34][cH:35]2)[cH:44][cH:43][c:42]([C:45]([F:46])([F:47])[F:48])[cH:41]1. Reaction SMILES: [C:1](=[O:2])([O:3][C:4]([CH3:5])([CH3:6])[CH3:7])[N:8]1[CH2:9][CH:10]([C:11](=[O:12])[OH:13])[CH2:14][CH2:15][CH2:16]1.[Cl:24][CH2:25][Cl:26].[NH2:17][c:18]1[cH:19][cH:20][cH:21][cH:22][cH:23]1>>[C:1](=[O:2])([O:3][C:4]([CH3:5])([CH3:6])[CH3:7])[N:8]1[CH2:9][CH:10]([C:11](=[O:13])[NH:17][c:18]2[cH:19][cH:20][cH:21][cH:22][cH:23]2)[CH2:14][CH2:15][CH2:16]1. The reactants are CC(C)(C)OC(=O)N1CCCC(C(=O)O)C1, ClCCl, Nc1ccccc1. Yields the product CC(C)(C)OC(=O)N1CCCC(C(=O)Nc2ccccc2)C1. Reactants: Cl.C(#N)C1(CC1)NC(=O)[C@H]1NC[C@@H](C1)S(=O)(=O)C1=C(C=CC=C1)Cl ((2S,4R)-4-(2-chloro-benzenesulfonyl)-pyrrolidine-2-carboxylic acid (1-cyano-cyclopropyl)-amide hydrochloride), ClC(=O)OC(C)C (isopropyl chloroformate). The product is C(C)(C)OC(=O)N1[C@@H](C[C@H](C1)S(=O)(=O)C1=C(C=CC=C1)Cl)C(NC1(CC1)C#N)=O ((2S,4R)-4-(2-chloro-benzenesulfonyl)-2-(1-cyano-cyclopropylcarbamoyl)-pyrrolidine-1-carboxylic acid isopropyl ester). As a reaction SMILES: Cl.[C:2]([C:4]1([NH:7][C:8]([C@@H:10]2[CH2:14][C@@H:13]([S:15]([C:18]3[CH:23]=[CH:22][CH:21]=[CH:20][C:19]=3[Cl:24])(=[O:17])=[O:16])[CH2:12][NH:11]2)=[O:9])[CH2:6][CH2:5]1)#[N:3].Cl[C:26]([O:28][CH:29]([CH3:31])[CH3:30])=[O:27]>>[CH:29]([O:28][C:26]([N:11]1[CH2:12][C@H:13]([S:15]([C:18]2[CH:23]=[CH:22][CH:21]=[CH:20][C:19]=2[Cl:24])(=[O:17])=[O:16])[CH2:14][C@H:10]1[C:8](=[O:9])[NH:7][C:4]1([C:2]#[N:3])[CH2:6][CH2:5]1)=[O:27])([CH3:31])[CH3:30] |f:0.1|. Procedure details: (2S,4R)-4-(2-chloro-benzenesulfonyl)-pyrrolidine-2-carboxylic acid (1-cyano-cyclopropyl)-amide hydrochloride from experiment K4 was acylated with isopropyl chloroformate in analogy to experiment L21 to give (2S,4R)-4-(2-chloro-benzenesulfonyl)-2-(1-cyano-cyclopropylcarbamoyl)-pyrrolidine-1-carboxylic acid isopropyl ester as a colorless oil. MS: 440.2 [M+H]+. The product is FC=1C=CC(=C(C1)[C@@H]1N(CCC1)C1=NC=2N(C=C1)N=CC2C(=O)NCCN2CCOCC2)OC ((R)-5-(2-(5-fluoro-2-methoxyphenyl)pyrrolidin-1-yl)-N-(2-morpholinoethyl)pyrazolo[1,5-a]pyrimidine-3-carboxamide), solid. Procedure details: Prepared by the method as described in Example 4, using (R)-5-(2-(5-fluoro-2-methoxyphenyl)pyrrolidin-1-yl)pyrazolo[1,5-a]pyrimidine-3-carboxylic acid (Preparation G) and 2-morpholinoethanamine (1.5 equiv.). The title compound was obtained as a white solid (65% yield). MS (apci) m/z=469.1 (M+H). Starting materials: FC=1C=CC(=C(C1)[C@@H]1N(CCC1)C1=NC=2N(C=C1)N=CC2C(=O)O)OC ((R)-5-(2-(5-fluoro-2-methoxyphenyl)pyrrolidin-1-yl)pyrazolo[1,5-a]pyrimidine-3-carboxylic acid), O1CCN(CC1)CCN (2-morpholinoethanamine). RXN SMILES: [F:1][C:2]1[CH:3]=[CH:4][C:5]([O:25][CH3:26])=[C:6]([C@H:8]2[CH2:12][CH2:11][CH2:10][N:9]2[C:13]2[CH:18]=[CH:17][N:16]3[N:19]=[CH:20][C:21]([C:22](O)=[O:23])=[C:15]3[N:14]=2)[CH:7]=1.[O:27]1[CH2:32][CH2:31][N:30]([CH2:33][CH2:34][NH2:35])[CH2:29][CH2:28]1>>[F:1][C:2]1[CH:3]=[CH:4][C:5]([O:25][CH3:26])=[C:6]([C@H:8]2[CH2:12][CH2:11][CH2:10][N:9]2[C:13]2[CH:18]=[CH:17][N:16]3[N:19]=[CH:20][C:21]([C:22]([NH:35][CH2:34][CH2:33][N:30]4[CH2:31][CH2:32][O:27][CH2:28][CH2:29]4)=[O:23])=[C:15]3[N:14]=2)[CH:7]=1. Yield: 65.0%. The reactants are BrC1=C(C2=C(N(C(N2)=O)C)C=C1)OC (5-bromo-4-methoxy-1-methyl-1,3-dihydro-2H-benzimidazol-2-one), C([O-])([O-])=O.[Cs+].[Cs+] (cesium carbonate), C(C1=CC=CC=C1)Br (benzyl bromide). Solvent: CN(C=O)C (N,N-dimethylformamide), C(C)(=O)OCC (ethyl acetate), O (water). Run at temperature 60 celsius, time 30 minute. The product is C(C1=CC=CC=C1)N1C(N(C2=C1C(=C(C=C2)Br)OC)C)=O (3-Benzyl-5-bromo-4-methoxy-1-methyl-1,3-dihydro-2H-benzimidazol-2-one). The yield is 90.2%. Reaction SMILES: [Br:1][C:2]1[CH:12]=[CH:11][C:5]2[N:6]([CH3:10])[C:7](=[O:9])[NH:8][C:4]=2[C:3]=1[O:13][CH3:14].C(=O)([O-])[O-].[Cs+].[Cs+].[CH2:21](Br)[C:22]1[CH:27]=[CH:26][CH:25]=[CH:24][CH:23]=1>CN(C)C=O.C(OCC)(=O)C.O>[CH2:21]([N:8]1[C:4]2[C:3]([O:13][CH3:14])=[C:2]([Br:1])[CH:12]=[CH:11][C:5]=2[N:6]([CH3:10])[C:7]1=[O:9])[C:22]1[CH:27]=[CH:26][CH:25]=[CH:24][CH:23]=1 |f:1.2.3|. Procedure: A solution of 5-bromo-4-methoxy-1-methyl-1,3-dihydro-2H-benzimidazol-2-one (60.0 mg, 0.233 mmol) in N,N-dimethylformamide (2.31 mL) was treated with cesium carbonate (380 mg, 1.17 mmol) and benzyl bromide (99.8 mg, 0.583 mmol) and stirred at 60° C. for 30 min. The reaction mixture was diluted with ethyl acetate and water. Layers were separated and the organic layer was washed with brine, dried with magnesium sulfate, filtered, and concentrated in vacuo to give the crude product. Purification by ... The reactants are Cn1cncc1C(O)(c1ccc(Cl)cc1)c1ccc2c(c1)c(-c1cccc(Cl)c1)cc(=O)n2C, Cl, O=S(Cl)Cl. The product is Cn1cncc1C(Cl)(c1ccc(Cl)cc1)c1ccc2c(c1)c(-c1cccc(Cl)c1)cc(=O)n2C. As a reaction SMILES: [Cl:2][c:3]1[cH:4][c:5](-[c:9]2[cH:10][c:11](=[O:35])[n:12]([CH3:34])[c:13]3[cH:14][cH:15][c:16]([C:19]([c:20]4[cH:21][n:22][cH:23][n:24]4[CH3:25])([OH:26])[c:27]4[cH:28][cH:29][c:30]([Cl:33])[cH:31][cH:32]4)[cH:17][c:18]23)[cH:6][cH:7][cH:8]1.[ClH:1].[S:36]([Cl:37])([Cl:38])=[O:39]>>[Cl:2][c:3]1[cH:4][c:5](-[c:9]2[cH:10][c:11](=[O:35])[n:12]([CH3:34])[c:13]3[cH:14][cH:15][c:16]([C:19]([c:20]4[cH:21][n:22][cH:23][n:24]4[CH3:25])([c:27]4[cH:28][cH:29][c:30]([Cl:33])[cH:31][cH:32]4)[Cl:38])[cH:17][c:18]23)[cH:6][cH:7][cH:8]1. Reactants: Fc1ccc(Br)cc1, c1ccc(COc2ccc3[nH]ccc3c2)cc1, Cl, [K+], [OH-], O. The product is Fc1ccc(-n2ccc3cc(OCc4ccccc4)ccc32)cc1. Reaction SMILES: [Br:18][c:19]1[cH:20][cH:21][c:22]([F:25])[cH:23][cH:24]1.[CH2:1]([c:2]1[cH:3][cH:4][cH:5][cH:6][cH:7]1)[O:8][c:9]1[cH:10][c:11]2[cH:12][cH:13][nH:14][c:15]2[cH:16][cH:17]1.[ClH:28].[K+:27].[OH-:26].[OH2:29]>>[CH2:1]([c:2]1[cH:3][cH:4][cH:5][cH:6][cH:7]1)[O:8][c:9]1[cH:10][c:11]2[cH:12][cH:13][n:14](-[c:19]3[cH:20][cH:21][c:22]([F:25])[cH:23][cH:24]3)[c:15]2[cH:16][cH:17]1. The reactants are FC(C(=O)O)(F)F.ClC=1C=CC2=C(C(=CC(O2)=O)OCCCNC)C1 (6-Chloro-4-(3-methylamino-propoxy)-1-benzopyran-2-one trifluoroacetic acid salt), C(C)(C)N(CC)C(C)C (Diisopropylethylamine), C(C)(C)(C)OC(=O)NC(=NC(=O)OC(C)(C)C)N1N=CC=C1 (N,N′-Bis(tert-butoxycarbonyl)-1-H-pyrazole-1-carboxamidine). The solvent is C(Cl)Cl (DCM). Conditions: time 8 hour. Yields the product FC(C(=O)O)(F)F.ClC=1C=CC2=C(C(=CC(O2)=O)OCCCNC(=N)N)C1 (N-[3-(6-Chloro-2-oxo-2H-1-benzopyran-4-yloxy)-propyl]guanidine Trifluoroacetic acid salt). RXN SMILES: [F:1][C:2]([F:7])([F:6])[C:3]([OH:5])=[O:4].[Cl:8][C:9]1[CH:10]=[CH:11][C:12]2[O:17][C:16](=[O:18])[CH:15]=[C:14]([O:19]CCCNC)[C:13]=2[CH:25]=1.C(N(C(C)C)CC)(C)C.C(OC([NH:42][C:43]([N:52]1[CH:56]=[CH:55][CH:54]=N1)=[N:44]C(OC(C)(C)C)=O)=O)(C)(C)C>C(Cl)Cl>[F:1][C:2]([F:7])([F:6])[C:3]([OH:5])=[O:4].[Cl:8][C:9]1[CH:10]=[CH:11][C:12]2[O:17][C:16](=[O:18])[CH:15]=[C:14]([O:19][CH2:54][CH2:55][CH2:56][NH:52][C:43]([NH2:42])=[NH:44])[C:13]=2[CH:25]=1 |f:0.1,5.6|. Procedure: 6-Chloro-4-(3-methylamino-propoxy)-1-benzopyran-2-one trifluoroacetic acid salt (200 mg, 0.543 mmol) is suspended in 7 mL of DCM. Diisopropylethylamine is added dropwise until pH=9 by pH paper. N,N′-Bis(tert-butoxycarbonyl)-1-H-pyrazole-1-carboxamidine (169 mg, 0.543 mmol) is added and is stirred at ambient temperature overnight. The reaction mixture is concentrated in vacuo and Et2O is added to form a white precipitate, which is filtered and is washed with Et2O. The crude material is treated wi... Starting materials: C(CCC)(=O)NC1=CC(C=2C=CC(=NC2C1=O)C)=O (7-butyramido-2-methylquinoline- 5,8-dione), [Se](=O)=O (selenium dioxide). Run in O (water). Conditions: time 33.5 hour. Product: C(CCC)(=O)NC1=CC(C=2C=CC(=NC2C1=O)C=O)=O (7- BUTYRAMIDO-2-FORMYLQUINOLINE-5,8-DIONE). The yield is 65.0%. Reaction SMILES: [C:1]([NH:6][C:7]1[C:16](=[O:17])[C:15]2[N:14]=[C:13]([CH3:18])[CH:12]=[CH:11][C:10]=2[C:9](=[O:19])[CH:8]=1)(=[O:5])[CH2:2][CH2:3][CH3:4].[Se](=O)=[O:21]>O>[C:1]([NH:6][C:7]1[C:16](=[O:17])[C:15]2[N:14]=[C:13]([CH:18]=[O:21])[CH:12]=[CH:11][C:10]=2[C:9](=[O:19])[CH:8]=1)(=[O:5])[CH2:2][CH2:3][CH3:4]. Procedure details: In a 25 ml. round-bottomed flask equipped with a magnetic bar, water-cooled reflux condenser, and an argon filled balloon, 7-butyramido-2-methylquinoline- 5,8-dione (30) (prepared as described in Example 30) (0.516 g., 2 mmol), selenium dioxide (0.255 g., 2.3 mmol), 12 ml. of dried, distilled 1,4-dioxane, and 0.25 ml. of water were stirred and slowly heated to reflux over a two-hour period. The reaction was monitored by TLC and found to be complete after 33.5 hours. The selenium metal was allowe... Conditions: time 12 hour. Reactants: C[Zn]C (dimethylzinc), C(C)OC(=O)C=1C(=CN2C1SC=C2)Br (6-bromo-pyrrolo[2,1-b]thiazole-7-carboxylic acid ethyl ester), CO (MeOH), CC(C)(C)OC (TBME). The reagents and catalysts are C1=CC=C(C=C1)P([C-]2C=CC=C2)C3=CC=CC=C3.C1=CC=C(C=C1)P([C-]2C=CC=C2)C3=CC=CC=C3.Cl[Pd]Cl.[Fe+2] ([1,1′-bis(diphenylphosphino)ferrocene]dichloropalladium(II)). The product is C(C)OC(=O)C=1C(=CN2C1SC=C2)C (6-methyl-pyrrolo[2,1-b]thiazole-7-carboxylic Acid Ethyl Ester). Solvent: C1(=CC=CC=C1)C (toluene), O1CCOCC1 (dioxane). Reaction SMILES: C[Zn]C.[CH2:4]([O:6][C:7]([C:9]1[C:10](Br)=[CH:11][N:12]2[CH:16]=[CH:15][S:14][C:13]=12)=[O:8])[CH3:5].CO.[CH3:20]C(OC)(C)C>C1(C)C=CC=CC=1.O1CCOCC1.C1C=CC(P(C2C=CC=CC=2)[C-]2C=CC=C2)=CC=1.C1C=CC(P(C2C=CC=CC=2)[C-]2C=CC=C2)=CC=1.Cl[Pd]Cl.[Fe+2]>[CH2:4]([O:6][C:7]([C:9]1[C:10]([CH3:20])=[CH:11][N:12]2[CH:16]=[CH:15][S:14][C:13]=12)=[O:8])[CH3:5] |f:6.7.8.9|. Reported procedure: Under nitrogen atmosphere a solution of dimethylzinc in toluene (1.2 M, 19.1 mL) is added to a mixture of 6-bromo-pyrrolo[2,1-b]thiazole-7-carboxylic acid ethyl ester (11.4 mmol) and [1,1′-bis(diphenylphosphino)ferrocene]dichloropalladium(II) (0.23 mmol, complex with CH2Cl2) in dioxane (35 mL). The mixture is heated to reflux for 2 h, stirred at RT for 12 h and diluted by addition of MeOH (2.3 mL) and TBME. The mixture is washed with aq. HCl (1.0 M) and water, dried over MgSO4, concentrated in v...